Dataset: the Open Reaction Database (ORD), a public repository of structured organic reaction records. Task: describe an organic reaction: reactants, conditions, products, and yield Starting materials: solution, CC(=O)[O-].[K+] (KOAc), BrC1=CC(=C(C=C1)F)[N+](=O)[O-] (4-bromo-1-fluoro-2-nitrobenzene), B1(OC(C(O1)(C)C)(C)C)B2OC(C(O2)(C)C)(C)C (Bis(pinacolato)diboron), BrC=1SC2=C(N1)C=C(C(=C2C2=CC=C(C=C2)Cl)[C@@H](C(=O)OCC)OC(C)(C)C)C ((S)-ethyl 2-(2-bromo-7-(4-chlorophenyl)-5-methylbenzo[d]thiazol-6-yl)-2-tert-butoxyacetate), C(=O)([O-])[O-].[K+].[K+] (K2CO3), C(Cl)Cl (CH2Cl2). Reagents/catalysts: C1=CC=C(C=C1)P([C-]2C=CC=C2)C3=CC=CC=C3.C1=CC=C(C=C1)P([C-]2C=CC=C2)C3=CC=CC=C3.Cl[Pd]Cl.[Fe+2] (PdCl2(dppf)), C=1C=CC(=CC1)[P](C=2C=CC=CC2)(C=3C=CC=CC3)[Pd]([P](C=4C=CC=CC4)(C=5C=CC=CC5)C=6C=CC=CC6)([P](C=7C=CC=CC7)(C=8C=CC=CC8)C=9C=CC=CC9)[P](C=1C=CC=CC1)(C=1C=CC=CC1)C=1C=CC=CC1 (Pd(PPh3)4). The solvent is O1CCOCC1 (dioxane), CCOC(=O)C (EtOAc). Conditions: temperature 100 celsius. Product: C(C)(C)(C)O[C@H](C(=O)OCC)C1=C(C2=C(N=C(S2)C2=CC(=C(C=C2)F)[N+](=O)[O-])C=C1C)C1=CC=C(C=C1)Cl ((S)-ethyl 2-tert-butoxy-2-(7-(4-chlorophenyl)-2-(4-fluoro-3-nitrophenyl)-5-methylbenzo[d]thiazol-6-yl)acetate). RXN SMILES: Br[C:2]1[CH:7]=[CH:6][C:5]([F:8])=[C:4]([N+:9]([O-:11])=[O:10])[CH:3]=1.B1(B2OC(C)(C)C(C)(C)O2)OC(C)(C)C(C)(C)O1.C(Cl)Cl.CC([O-])=O.[K+].Br[C:39]1[S:40][C:41]2[C:47]([C:48]3[CH:53]=[CH:52][C:51]([Cl:54])=[CH:50][CH:49]=3)=[C:46]([C@H:55]([O:61][C:62]([CH3:65])([CH3:64])[CH3:63])[C:56]([O:58][CH2:59][CH3:60])=[O:57])[C:45]([CH3:66])=[CH:44][C:42]=2[N:43]=1.C([O-])([O-])=O.[K+].[K+]>O1CCOCC1.CCOC(C)=O.C1C=CC(P(C2C=CC=CC=2)[C-]2C=CC=C2)=CC=1.C1C=CC(P(C2C=CC=CC=2)[C-]2C=CC=C2)=CC=1.Cl[Pd]Cl.[Fe+2].C1C=CC([P]([Pd]([P](C2C=CC=CC=2)(C2C=CC=CC=2)C2C=CC=CC=2)([P](C2C=CC=CC=2)(C2C=CC=CC=2)C2C=CC=CC=2)[P](C2C=CC=CC=2)(C2C=CC=CC=2)C2C=CC=CC=2)(C2C=CC=CC=2)C2C=CC=CC=2)=CC=1>[C:62]([O:61][C@@H:55]([C:46]1[C:45]([CH3:66])=[CH:44][C:42]2[N:43]=[C:39]([C:2]3[CH:7]=[CH:6][C:5]([F:8])=[C:4]([N+:9]([O-:11])=[O:10])[CH:3]=3)[S:40][C:41]=2[C:47]=1[C:48]1[CH:49]=[CH:50][C:51]([Cl:54])=[CH:52][CH:53]=1)[C:56]([O:58][CH2:59][CH3:60])=[O:57])([CH3:63])([CH3:64])[CH3:65] |f:3.4,6.7.8,11.12.13.14,^1:128,130,149,168|. Procedure details: A microwave vial was charged with 4-bromo-1-fluoro-2-nitrobenzene (0.3 mL, 2.41 mmol), Bis(pinacolato)diboron (677 mg, 2.67 mmol), PdCl2(dppf).CH2Cl2 (203 mg, 0.25 mmol), then KOAc (864 mg, 8.80 mmol). The vial was flushed with argon, diluted with dioxane (6 mL), sealed, then heated to 100° C. for 1 hour. The reaction mixture was allowed to cool to room temperature and then a portion of this cooled solution (1.3 mL, 0.52 mmol) was added to a vial that was charged with (S)-ethyl 2-(2-bromo-7-(4-c...